From a dataset of the Open Reaction Database (ORD), a public repository of structured organic reaction records. describe an organic reaction: reactants, conditions, products, and yield Reactants: C(C)(C)(C)OC(=O)N1C(CN(CC1)C(=O)OC(C)(C)C)C1=CC=C(C=C1)N (2-(4-Amino-phenyl)-piperazine-1,4-dicarboxylic acid di-tert-butyl ester), C(C)(C)(C)NS(=O)(=O)C1=CC(=CC=C1)C1=CC=C2C=NC(=NN21)O (N-tert-Butyl-3-(2-hydroxy-pyrrolo[2,1-f][1,2,4]triazin-7-yl)-benzenesulfonamide). Product: C(C)(C)(C)OC(=O)N1C(CN(CC1)C(=O)OC(C)(C)C)C1=CC=C(C=C1)NC1=NN2C(C=N1)=CC=C2C2=CC(=CC=C2)S(NC(C)(C)C)(=O)=O (2-{4-[7-(3-tert-Butylsulfamoyl-phenyl)-pyrrolo[2,1-f][1,2,4]triazin-2-ylamino]-phenyl}-piperazine-1,4-dicarboxylic acid di-tert-butyl ester). Reaction SMILES: [C:1]([O:5][C:6]([N:8]1[CH2:13][CH2:12][N:11]([C:14]([O:16][C:17]([CH3:20])([CH3:19])[CH3:18])=[O:15])[CH2:10][CH:9]1[C:21]1[CH:26]=[CH:25][C:24]([NH2:27])=[CH:23][CH:22]=1)=[O:7])([CH3:4])([CH3:3])[CH3:2].[C:28]([NH:32][S:33]([C:36]1[CH:41]=[CH:40][CH:39]=[C:38]([C:42]2[N:50]3[C:45]([CH:46]=[N:47][C:48](O)=[N:49]3)=[CH:44][CH:43]=2)[CH:37]=1)(=[O:35])=[O:34])([CH3:31])([CH3:30])[CH3:29]>>[C:1]([O:5][C:6]([N:8]1[CH2:13][CH2:12][N:11]([C:14]([O:16][C:17]([CH3:20])([CH3:19])[CH3:18])=[O:15])[CH2:10][CH:9]1[C:21]1[CH:26]=[CH:25][C:24]([NH:27][C:48]2[N:47]=[CH:46][C:45]3=[CH:44][CH:43]=[C:42]([C:38]4[CH:39]=[CH:40][CH:41]=[C:36]([S:33](=[O:35])(=[O:34])[NH:32][C:28]([CH3:29])([CH3:31])[CH3:30])[CH:37]=4)[N:50]3[N:49]=2)=[CH:23][CH:22]=1)=[O:7])([CH3:2])([CH3:3])[CH3:4]. Procedure: Analogous to Example 1510b, 2-(4-Amino-phenyl)-piperazine-1,4-dicarboxylic acid di-tert-butyl ester (0.180 g, 0.477 mmol) and N-tert-Butyl-3-(2-hydroxy-pyrrolo[2,1-f][1,2,4]triazin-7-yl)-benzenesulfonamide (149 mg, 0.429 mmol) were reacted to afford 2-{4-[7-(3-tert-Butylsulfamoyl-phenyl)-pyrrolo[2,1-f][1,2,4]triazin-2-ylamino]-phenyl}-piperazine-1,4-dicarboxylic acid di-tert-butyl ester, which was treated with 10% TFA in dichloromethane overnight. Conc. and purification by HPLC afforded N-tert-B...